This data is from the Open Reaction Database (ORD), a public repository of structured organic reaction records. The task is: describe an organic reaction: reactants, conditions, products, and yield Starting materials: CCN(C(C)C)C(C)C (DIEA), [Si](C)(C)(C(C)(C)C)OC[C@H]1CNC[C@@H]1C1=CC=CC=C1 (3-(R)-(t-Butyldimethylsilyloxymethyl)-4-(S)-phenyl pyrrolidine), C([C@@H](O)C1CCCCC1)(=O)OCC1=CC=CC=C1 (benzyl (S)-hexahydromandelate), FC(S(=O)(=O)OS(=O)(=O)C(F)(F)F)(F)F (trifluoromethanesulfonic anhydride), N1=C(C=CC=C1C)C (2,6-lutidine). The solvent is C(Cl)Cl (CH2Cl2), C(Cl)Cl (CH2Cl2). Run at temperature 0 celsius, time 5 minute. Product: [Si](C)(C)(C(C)(C)C)OC[C@H]1CN(C[C@@H]1C1=CC=CC=C1)[C@@H](C(=O)OCC1=CC=CC=C1)C1CCCCC1 (2-(R)-(3-(R)-(t-Butyldimethylsilyloxymethyl)-4-(S)-phenylpyrrolidin-1-yl)-2-(cyclohexyl)acetic acid, benzyl ester). The yield is 42.4%. As a reaction SMILES: [C:1]([O:11][CH2:12][C:13]1[CH:18]=[CH:17][CH:16]=[CH:15][CH:14]=1)(=[O:10])[C@H:2]([CH:4]1[CH2:9][CH2:8][CH2:7][CH2:6][CH2:5]1)O.FC(F)(F)S(OS(C(F)(F)F)(=O)=O)(=O)=O.N1C(C)=CC=CC=1C.CCN(C(C)C)C(C)C.[Si:51]([O:58][CH2:59][C@@H:60]1[C@@H:64]([C:65]2[CH:70]=[CH:69][CH:68]=[CH:67][CH:66]=2)[CH2:63][NH:62][CH2:61]1)([C:54]([CH3:57])([CH3:56])[CH3:55])([CH3:53])[CH3:52]>C(Cl)Cl>[Si:51]([O:58][CH2:59][C@@H:60]1[C@@H:64]([C:65]2[CH:70]=[CH:69][CH:68]=[CH:67][CH:66]=2)[CH2:63][N:62]([C@H:2]([CH:4]2[CH2:9][CH2:8][CH2:7][CH2:6][CH2:5]2)[C:1]([O:11][CH2:12][C:13]2[CH:18]=[CH:17][CH:16]=[CH:15][CH:14]=2)=[O:10])[CH2:61]1)([C:54]([CH3:57])([CH3:56])[CH3:55])([CH3:53])[CH3:52]. Reported procedure: A solution of 330 mg (1.3 mmol) of benzyl (S)-hexahydromandelate (from EXAMPLE 1, Step F) in 6.5 mL of CH2Cl2 at −78° C. was treated with 0.26 mL (1.5 mmol) of trifluoromethanesulfonic anhydride. The resulting mixture was stirred cold for 5 min and then treated with 0.30 mL (2.6 mmol) of 2,6-lutidine maintaining the internal temperature below −70° C. The resulting mixture was stirred cold for 15 min and then was treated with 0.46 mL (2.6 mmol) of DIEA. The resulting mixture was stirred cold for ... The reactants are C1CCOC1, C[Si](C)(C)[N-][Si](C)(C)C, CCOC(C)=O, c1ccc(-c2ccccc2P(C2CCCCC2)C2CCCCC2)cc1, [Cl-], CN1CCCC1c1ccc(Cl)nc1, [Li+], [NH4+], O=C(C=Cc1ccccc1)C=Cc1ccccc1, O=C(C=Cc1ccccc1)C=Cc1ccccc1, O=C(C=Cc1ccccc1)C=Cc1ccccc1, [Pd], [Pd]. Product: CN1CCCC1c1ccc(N)nc1. RXN SMILES: [CH2:113]1[O:114][CH2:115][CH2:116][CH2:117]1.[CH3:40][Si:41]([N-:44][Si:42]([CH3:43])([CH3:45])[CH3:46])([CH3:47])[CH3:48].[CH3:51][CH2:52][O:53][C:54]([CH3:55])=[O:56].[CH:14]1([P:15]([CH:16]2[CH2:17][CH2:18][CH2:19][CH2:20][CH2:21]2)[c:22]2[cH:23][cH:24][cH:25][cH:26][c:27]2-[c:28]2[cH:29][cH:30][cH:31][cH:32][cH:33]2)[CH2:34][CH2:35][CH2:36][CH2:37][CH2:38]1.[Cl-:49].[Cl:1][c:2]1[n:3][cH:4][c:5]([CH:8]2[N:9]([CH3:13])[CH2:10][CH2:11][CH2:12]2)[cH:6][cH:7]1.[Li+:39].[NH4+:50].[O:59]=[C:60]([CH:61]=[CH:62][c:63]1[cH:64][cH:65][cH:66][cH:67][cH:68]1)[CH:69]=[CH:70][c:71]1[cH:72][cH:73][cH:74][cH:75][cH:76]1.[O:77]=[C:78]([CH:79]=[CH:80][c:81]1[cH:82][cH:83][cH:84][cH:85][cH:86]1)[CH:87]=[CH:88][c:89]1[cH:90][cH:91][cH:92][cH:93][cH:94]1.[O:95]=[C:96]([CH:97]=[CH:98][c:99]1[cH:100][cH:101][cH:102][cH:103][cH:104]1)[CH:105]=[CH:106][c:107]1[cH:108][cH:109][cH:110][cH:111][cH:112]1.[Pd:57].[Pd:58]>>[c:2]1([NH2:44])[n:3][cH:4][c:5]([CH:8]2[N:9]([CH3:13])[CH2:10][CH2:11][CH2:12]2)[cH:6][cH:7]1. Starting materials: [OH-].[Na+] (NaOH), C(C)OC(C(CC1=CC=C(C=C1)O)(C)OC1=CC(=CC=C1)F)=O (2-(3-fluoro-phenoxy)-3-(4-hydroxyphenyl)-2-methyl-propionic acid ethyl ester), CC1=C(N=C(O1)C1=CC=C(C=C1)C1=CC=CC=C1)CCOS(=O)(=O)C1=CC=C(C=C1)C (toluene-4-sulfonic acid 2-(5-methyl-2-biphenyl-4-yl-oxazol-4-yl)ethyl ester), C(=O)([O-])[O-].[K+].[K+] (K2CO3). The solvent is C(C)O (ethanol), C(C)O (ethanol). Yields the product C1(=CC=C(C=C1)C=1OC(=C(N1)CCOC1=CC=C(C=C1)CC(C(=O)O)(C)OC1=CC(=CC=C1)F)C)C1=CC=CC=C1 (3-{4-[2-(2-biphenyl-4-yl-5-methyl-oxazol-4-yl)-ethoxy]-phenyl}-2-(3-fluoro-phenoxy)-2-methyl-propionic acid). RXN SMILES: C([O:3][C:4](=[O:23])[C:5]([O:15][C:16]1[CH:21]=[CH:20][CH:19]=[C:18]([F:22])[CH:17]=1)([CH3:14])[CH2:6][C:7]1[CH:12]=[CH:11][C:10]([OH:13])=[CH:9][CH:8]=1)C.[CH3:24][C:25]1[O:29][C:28]([C:30]2[CH:35]=[CH:34][C:33]([C:36]3[CH:41]=[CH:40][CH:39]=[CH:38][CH:37]=3)=[CH:32][CH:31]=2)=[N:27][C:26]=1[CH2:42][CH2:43]OS(C1C=CC(C)=CC=1)(=O)=O.C([O-])([O-])=O.[K+].[K+].[OH-].[Na+]>C(O)C>[C:33]1([C:36]2[CH:37]=[CH:38][CH:39]=[CH:40][CH:41]=2)[CH:34]=[CH:35][C:30]([C:28]2[O:29][C:25]([CH3:24])=[C:26]([CH2:42][CH2:43][O:13][C:10]3[CH:11]=[CH:12][C:7]([CH2:6][C:5]([O:15][C:16]4[CH:21]=[CH:20][CH:19]=[C:18]([F:22])[CH:17]=4)([CH3:14])[C:4]([OH:3])=[O:23])=[CH:8][CH:9]=3)[N:27]=2)=[CH:31][CH:32]=1 |f:2.3.4,5.6|. Reported procedure: A mixture of 2-(3-fluoro-phenoxy)-3-(4-hydroxyphenyl)-2-methyl-propionic acid ethyl ester (0.030 mmol) (see Ex. 20, Part C), toluene-4-sulfonic acid 2-(5-methyl-2-biphenyl-4-yl-oxazol-4-yl)ethyl ester (0.030 mmol) (see Ex. 1, Part I) and 325 mesh K2CO3 (0.084 g, 0.60 mmol) in ethanol (2 mL) was heated to reflux for 24 h under N2. Aqueous 5N NaOH (0.5 mL) and additional ethanol (1 mL) was added to the reaction mixture and it was heated at reflux for an additional 2 h. The reaction was cooled and ... Starting materials: Fc1ccc(-c2nnc(Cl)cc2Cl)cc1, [Na+], C1COCCO1, [OH-], O. Yields the product Oc1cc(Cl)nnc1-c1ccc(F)cc1. Reaction SMILES: [F:1][c:2]1[cH:3][cH:4][c:5](-[c:8]2[n:9][n:10][c:11]([Cl:15])[cH:12][c:13]2[Cl:14])[cH:6][cH:7]1.[Na+:18].[O:19]1[CH2:20][CH2:21][O:22][CH2:23][CH2:24]1.[OH-:17].[OH2:16]>>[F:1][c:2]1[cH:3][cH:4][c:5](-[c:8]2[n:9][n:10][c:11]([Cl:15])[cH:12][c:13]2[OH:16])[cH:6][cH:7]1. Reactants: FC1=C(C=C(C=C1C)S(=O)(=O)Cl)C (4-Fluoro-3,5-dimethylbenzenesulphonyl chloride), S(=O)([O-])[O-].[Na+].[Na+] (sodium sulphite), C([O-])(O)=O.[Na+] (sodium bicarbonate). Run in O (water). Reaction conditions: temperature 70 celsius, time 2 hour. The product is FC1=C(C=C(C=C1C)S(=O)O)C (4-fluoro-3,5-dimethylbenzenesulphinic acid). Isolated yield 99.9%. As a reaction SMILES: [F:1][C:2]1[C:7]([CH3:8])=[CH:6][C:5]([S:9](Cl)(=[O:11])=[O:10])=[CH:4][C:3]=1[CH3:13].S([O-])([O-])=O.[Na+].[Na+].C(=O)(O)[O-].[Na+]>O>[F:1][C:2]1[C:7]([CH3:8])=[CH:6][C:5]([S:9]([OH:11])=[O:10])=[CH:4][C:3]=1[CH3:13] |f:1.2.3,4.5|. Reported procedure: 4-Fluoro-3,5-dimethylbenzenesulphonyl chloride (5.56 g, 25 mmol) was added in portions to a solution of anhydrous sodium sulphite (6.0 g, 47.6 mmol) and sodium bicarbonate (4.2 g, 50 mmol) in water (25 ml) at 70° C. with vigorous stirring. When the addition was complete, the mixture was heated and stirred at 70° C. for a further 2 hours. The mixture was allowed to cool. The solid which crystallised from the solution was collected by filtration, dissolved in the minimum amount of water, and acidi... Reactants: COC=1C=C2C(=CC=NC2=CC1O)SC=1SC(=CC1)[N+](=O)[O-] (6-Methoxy-4-[(5-nitro-2-thienyl)sulfanyl]-7-quinolinol), C(C)N(CCCO)CC (3-diethylaminopropanol), N(=NC(=O)OCC)C(=O)OCC (diethyl azodicarboxylate), C1(=CC=CC=C1)P(C1=CC=CC=C1)C1=CC=CC=C1 (triphenylphosphine). Solvent: O (Water), CS(=O)C (dimethylsulfoxide), CN1C(CCC1)=O (1-methyl-2-pyrrolidinone), O1CCCC1 (tetrahydrofuran). Conditions: time 10 hour. Yields the product C(C)N(CCCOC1=C(C=C2C(=CC=NC2=C1)SC=1SC(=CC1)[N+](=O)[O-])OC)CC (N,N-Diethyl-N-[3-({6-methoxy-4-[(5-nitro-2-thienyl)sulfanyl]-7-quinolyl}oxy)propyl]amine). Isolated yield 74.7%. RXN SMILES: [CH3:1][O:2][C:3]1[CH:4]=[C:5]2[C:10](=[CH:11][C:12]=1[OH:13])[N:9]=[CH:8][CH:7]=[C:6]2[S:14][C:15]1[S:16][C:17]([N+:20]([O-:22])=[O:21])=[CH:18][CH:19]=1.[CH2:23]([N:25]([CH2:30][CH3:31])[CH2:26][CH2:27][CH2:28]O)[CH3:24].N(C(OCC)=O)=NC(OCC)=O.C1(P(C2C=CC=CC=2)C2C=CC=CC=2)C=CC=CC=1>O.CS(C)=O.CN1CCCC1=O.O1CCCC1>[CH2:23]([N:25]([CH2:30][CH3:31])[CH2:26][CH2:27][CH2:28][O:13][C:12]1[CH:11]=[C:10]2[C:5]([C:6]([S:14][C:15]3[S:16][C:17]([N+:20]([O-:22])=[O:21])=[CH:18][CH:19]=3)=[CH:7][CH:8]=[N:9]2)=[CH:4][C:3]=1[O:2][CH3:1])[CH3:24]. Procedure: 6-Methoxy-4-[(5-nitro-2-thienyl)sulfanyl]-7-quinolinol (500 mg), 3-diethylaminopropanol (290 mg), diethyl azodicarboxylate (390 mg), triphenylphosphine (590 mg), tetrahydrofuran (30 ml), 1-methyl-2-pyrrolidinone (2 ml) and dimethylsulfoxide (10 ml) were stirred together at 0° C. for 5 hours and then at room temperature for 10 hours. Water was added, extraction was performed with ethyl acetate, and the extract was back extracted with 2N aqueous hydrochloric acid. After adding 5N aqueous sodium hy... The reactants are C(C)(C)(C)OC(=O)N1CC2=CC=C(C=C2C1)OCCC(F)(F)F (5-(3,3,3-trifluoro-propoxy)-1,3-dihydro-isoindole-2-carboxylic acid tert-butyl ester), FC(C(=O)O)(F)F (trifluoroacetic acid). Yields the product FC(C(=O)O)(F)F.FC(CCOC=1C=C2CNCC2=CC1)(F)F (5-(3,3,3-Trifluoro-propoxy)-2,3-dihydro-1H-isoindole trifluoroacetate). Reaction SMILES: C(OC([N:8]1[CH2:16][C:15]2[C:10](=[CH:11][CH:12]=[C:13]([O:17][CH2:18][CH2:19][C:20]([F:23])([F:22])[F:21])[CH:14]=2)[CH2:9]1)=O)(C)(C)C.[F:24][C:25]([F:30])([F:29])[C:26]([OH:28])=[O:27]>>[F:24][C:25]([F:30])([F:29])[C:26]([OH:28])=[O:27].[F:23][C:20]([F:21])([F:22])[CH2:19][CH2:18][O:17][C:13]1[CH:14]=[C:15]2[C:10](=[CH:11][CH:12]=1)[CH2:9][NH:8][CH2:16]2 |f:2.3|. Procedure details: Prepared in analogy to Example A2(c) from 5-(3,3,3-trifluoro-propoxy)-1,3-dihydro-isoindole-2-carboxylic acid tert-butyl ester and trifluoroacetic acid. Brown oil. MS (m/e): 232.1 ([M+H]+, 100%). Reactants: Tris(dibenzylidineacetone)dipalladium, CC(C)([O-])C.[Na+] (Sodium tert-butoxide), BrC=1C=C(C=CC1C)NC1=NC(=NC(=C1)N(C)C)N1C[C@H](O[C@H](C1)C)C (N4-(3-bromo-4-methylphenyl)-2-(cis-2,6-dimethylmorpholinyl)-N6,N6-dimethyl-4,6-pyrimidinediamine), CNCC1=CC=CC=C1 (N-methyl(phenyl)methanamine). The reagents and catalysts are C1(=CC=CC=C1)P(C1=C(C2=CC=CC=C2C=C1)C1=C(C=CC2=CC=CC=C12)P(C1=CC=CC=C1)C1=CC=CC=C1)C1=CC=CC=C1 (2,2′-bis(diphenylphosphino)-1,1′-binapthyl). Run in O1CCCC1 (tetrahydrofuran). Run at temperature 110 celsius. Product: C(C1=CC=CC=C1)N(C=1C=C(C=CC1C)NC1=NC(=NC(=C1)N(C)C)N1C[C@H](O[C@H](C1)C)C)C (N4-{3-[BENZYL(METHYL)AMINO]-4-METHYLPHENYL}-2-(CIS-2,6-DIMETHYLMORPHOLINYL)-N6,N6-DIMETHYL-4,6-PYRIMIDINEDIAMINE). Yield: 36.2%. As a reaction SMILES: CC(C)([O-])C.[Na+].Br[C:8]1[CH:9]=[C:10]([NH:15][C:16]2[CH:21]=[C:20]([N:22]([CH3:24])[CH3:23])[N:19]=[C:18]([N:25]3[CH2:30][C@H:29]([CH3:31])[O:28][C@H:27]([CH3:32])[CH2:26]3)[N:17]=2)[CH:11]=[CH:12][C:13]=1[CH3:14].[CH3:33][NH:34][CH2:35][C:36]1[CH:41]=[CH:40][CH:39]=[CH:38][CH:37]=1>O1CCCC1.C1(P(C2C=CC=CC=2)C2C=CC3C(=CC=CC=3)C=2C2C3C(=CC=CC=3)C=CC=2P(C2C=CC=CC=2)C2C=CC=CC=2)C=CC=CC=1>[CH2:35]([N:34]([CH3:33])[C:8]1[CH:9]=[C:10]([NH:15][C:16]2[CH:21]=[C:20]([N:22]([CH3:24])[CH3:23])[N:19]=[C:18]([N:25]3[CH2:30][C@H:29]([CH3:31])[O:28][C@H:27]([CH3:32])[CH2:26]3)[N:17]=2)[CH:11]=[CH:12][C:13]=1[CH3:14])[C:36]1[CH:41]=[CH:40][CH:39]=[CH:38][CH:37]=1 |f:0.1|. Reported procedure: Sodium tert-butoxide (60 mg, 0.63 mmol) was added to a solution of N4-(3-bromo-4-methylphenyl)-2-(cis-2,6-dimethylmorpholinyl)-N6,N6-dimethyl-4,6-pyrimidinediamine (50 mg, 0.12 mmol) and N-methyl(phenyl)methanamine (50 mg, 0.40 mmol) in tetrahydrofuran (2 mL). Tris(dibenzylidineacetone)dipalladium (1 mg, 0.001 mmol) and 2,2′-bis(diphenylphosphino)-1,1′-binapthyl (2 mg, 0.003 mmol) were added to this mixture and the resulting mixture was heated at 110° C. for 16 hours. The mixture was then cooled... The reactants are BrC=1C=C(C(=O)NC2CC2)C=C(C1C)\C=C\COC (3-bromo-N-cyclopropyl-5-[(1E)-3-methoxyprop-1-en-1-yl]-4-methylbenzamide), benzenesulfonyl hydrazide. Solvent: C1(=CC=CC=C1)C (toluene). Product: BrC=1C=C(C(=O)NC2CC2)C=C(C1C)CCCOC (3-Bromo-N-cyclopropyl-5-(3-methoxypropyl)-4-methylbenzamide). RXN SMILES: [Br:1][C:2]1[CH:3]=[C:4]([CH:11]=[C:12](/[CH:15]=[CH:16]/[CH2:17][O:18][CH3:19])[C:13]=1[CH3:14])[C:5]([NH:7][CH:8]1[CH2:10][CH2:9]1)=[O:6]>C1(C)C=CC=CC=1>[Br:1][C:2]1[CH:3]=[C:4]([CH:11]=[C:12]([CH2:15][CH2:16][CH2:17][O:18][CH3:19])[C:13]=1[CH3:14])[C:5]([NH:7][CH:8]1[CH2:10][CH2:9]1)=[O:6]. Procedure: To a solution of 3-bromo-N-cyclopropyl-5-[(1E)-3-methoxyprop-1-en-1-yl]-4-methylbenzamide (1 eq.) from the previous step in refluxing toluene (0.1 M) was added portionwise benzenesulfonyl hydrazide (6 eq.) over 2 h. After heating at reflux for another hour, the now black reaction suspension was cooled to RT, quenched with saturated aqueous sodium bicarbonate and extracted with ethyl acetate. The combined organic extracts were then washed with brine, dried over Na2SO4, filtered and the filtrate c...